This data is from the Open Reaction Database (ORD), a public repository of structured organic reaction records. The task is: describe an organic reaction: reactants, conditions, products, and yield The reactants are C(=O)([O-])C(O)C(O)C(=O)[O-].[K+].[Na+] (sodium potassium tartrate), C[C@@H]1CNC(C=2N1C=1C(=CC=CC1C2)OC(F)(F)F)=O ((R)-4-methyl-6-trifluoromethoxy-3,4-dihydro-2H-pyrazino[1,2-a]indol-1-one), [H-].[Al+3].[Li+].[H-].[H-].[H-] (lithium aluminium hydride). Run in O1CCCC1 (tetrahydrofuran), O1CCCC1 (tetrahydrofuran). The product is C[C@@H]1CNCC=2N1C=1C(=CC=CC1C2)OC(F)(F)F ((R)-4-Methyl-6-trifluoromethoxy-1,2,3,4-tetrahydro-pyrazino[1,2-a]indole). Yield: 50.7%. Reaction SMILES: [CH3:1][C@H:2]1[N:7]2[C:8]3[C:9]([O:15][C:16]([F:19])([F:18])[F:17])=[CH:10][CH:11]=[CH:12][C:13]=3[CH:14]=[C:6]2[C:5](=O)[NH:4][CH2:3]1.[H-].[Al+3].[Li+].[H-].[H-].[H-].C(C(C(C([O-])=O)O)O)([O-])=O.[K+].[Na+]>O1CCCC1>[CH3:1][C@H:2]1[N:7]2[C:8]3[C:9]([O:15][C:16]([F:19])([F:17])[F:18])=[CH:10][CH:11]=[CH:12][C:13]=3[CH:14]=[C:6]2[CH2:5][NH:4][CH2:3]1 |f:1.2.3.4.5.6,7.8.9|. Reported procedure: A solution of (R)-4-methyl-6-trifluoromethoxy-3,4-dihydro-2H-pyrazino[1,2-a]indol-1-one (800 mg, 2.81 mmol) in tetrahydrofuran (4 ml.) was added to a suspension of lithium aluminium hydride (420 mg, 11.1 mmol) in tetrahydrofuran (4 mL) and the resulting mixture was heated to reflux for 90 min. After cooling the reaction mixture was slowly added to a cooled saturated aqueous sodium potassium tartrate solution. The resulting suspension was filtered on dicalite and the organics extracted twice with...